From a dataset of the Open Reaction Database (ORD), a public repository of structured organic reaction records. describe an organic reaction: reactants, conditions, products, and yield The reactants are C([O-])(O)=O.[Na+] (sodium bicarbonate), CN1CCNCC1 (N-methylpiperazine), [I-].[Na+] (sodium iodide), BrC=1C(=NC(=NC1)NCCN1C(NC(C1(C)C)=O)=O)C1=CC2=C(S1)C=CC(=C2)OCCCl (1-(2-{5-Bromo-4-[5-(2-chloroethoxy)benzo[b]thiophen-2-yl]pyrimidin-2-ylamino}ethyl)-5,5-dimethylimidazolidine-2,4-dione). Solvent: CN(C)C=O (DMF). Reaction conditions: temperature 70 celsius, time 8 hour. Product: BrC=1C(=NC(=NC1)NCCN1C(NC(C1(C)C)=O)=O)C1=CC2=C(S1)C=CC(=C2)OCCN2CCN(CC2)C (1-(2-(5-Bromo-4-(5-(2-(4-methylpiperazin-1-yl)ethoxy)benzo[b]thiophen-2-yl)pyrimidin-2-ylamino)ethyl)-5,5-dimethylimidazolidine-2,4-dione). Reaction SMILES: [Br:1][C:2]1[C:3]([C:20]2[S:24][C:23]3[CH:25]=[CH:26][C:27]([O:29][CH2:30][CH2:31]Cl)=[CH:28][C:22]=3[CH:21]=2)=[N:4][C:5]([NH:8][CH2:9][CH2:10][N:11]2[C:15]([CH3:17])([CH3:16])[C:14](=[O:18])[NH:13][C:12]2=[O:19])=[N:6][CH:7]=1.[CH3:33][N:34]1[CH2:39][CH2:38][NH:37][CH2:36][CH2:35]1.[I-].[Na+].C(=O)(O)[O-].[Na+]>CN(C=O)C>[Br:1][C:2]1[C:3]([C:20]2[S:24][C:23]3[CH:25]=[CH:26][C:27]([O:29][CH2:30][CH2:31][N:37]4[CH2:38][CH2:39][N:34]([CH3:33])[CH2:35][CH2:36]4)=[CH:28][C:22]=3[CH:21]=2)=[N:4][C:5]([NH:8][CH2:9][CH2:10][N:11]2[C:15]([CH3:17])([CH3:16])[C:14](=[O:18])[NH:13][C:12]2=[O:19])=[N:6][CH:7]=1 |f:2.3,4.5|. Procedure: 1-(2-{5-Bromo-4-[5-(2-chloroethoxy)benzo[b]thiophen-2-yl]pyrimidin-2-ylamino}ethyl)-5,5-dimethylimidazolidine-2,4-dione (0.15 g, 0.27 mmol) was dissolved in DMF (2 mL) and treated with N-methylpiperazine (0.061 mL, 0.55 mmol) and catalytic amount of sodium iodide (0.025 g). The mixture was heated to 70° C. and stirred overnight. The reaction was cooled down to room temperature and poured into a saturated aqueous solution of sodium bicarbonate (15 mL). The resulting precipitate was collected by f... The reactants are CCn1c(C)nn(-c2ccc(Sc3cccc(C4(C#N)CCOCC4)c3)cc2)c1=O, CO, CC(C)O, [K+], [OH-]. Yields the product CCn1c(C)nn(-c2ccc(Sc3cccc(C4(C(N)=O)CCOCC4)c3)cc2)c1=O. Reaction SMILES: [CH2:3]([CH3:4])[n:5]1[c:6]([CH3:32])[n:7][n:8](-[c:11]2[cH:12][cH:13][c:14]([S:17][c:18]3[cH:19][c:20]([C:24]4([C:30]#[N:31])[CH2:25][CH2:26][O:27][CH2:28][CH2:29]4)[cH:21][cH:22][cH:23]3)[cH:15][cH:16]2)[c:9]1=[O:10].[CH3:37][OH:38].[CH:33]([OH:34])([CH3:35])[CH3:36].[K+:2].[OH-:1]>>[O:1]=[C:30]([C:24]1([c:20]2[cH:19][c:18]([S:17][c:14]3[cH:13][cH:12][c:11](-[n:8]4[n:7][c:6]([CH3:32])[n:5]([CH2:3][CH3:4])[c:9]4=[O:10])[cH:16][cH:15]3)[cH:23][cH:22][cH:21]2)[CH2:25][CH2:26][O:27][CH2:28][CH2:29]1)[NH2:31]. Reaction SMILES: [CH3:1][O:2][c:3]1[cH:4][cH:5][cH:6][c:7]2[cH:8][cH:9][c:10]([O:13][CH3:14])[cH:11][c:12]12.[Cl:16][CH:17]([Cl:18])[CH3:19].[ClH:15]>>[CH3:1][O:2][c:3]1[cH:4][cH:5][cH:6][c:7]2[cH:8][cH:9][c:10]([OH:13])[cH:11][c:12]12. Reactants: COc1ccc2cccc(OC)c2c1, CC(Cl)Cl, Cl. Yields the product COc1cccc2ccc(O)cc12. Starting materials: N1(N=CC=C1)C1=CC=C(CC=2C(=NC3=C(C=C(C=C3C2Cl)C(O)(C=2C=NC(=CC2)C(F)(F)F)C2=CN=CN2C)C)Cl)C=C1 ((3-(4-(1H-Pyrazol-1-yl)benzyl)-2,4-dichloro-8-methylquinolin-6-yl)(1-methyl-1H-imidazol-5-yl)(6-(trifluoromethyl)pyridin-3-yl)methanol), N1(N=CC=C1)C1=CC=C(CC=2C(=NC3=C(C=C(C=C3C2Cl)C(O)(C=2C=NC(=CC2)C(F)(F)F)C2=CN=CN2C)C)Cl)C=C1 ((3-(4-(1H-Pyrazol-1-yl)benzyl)-2,4-dichloro-8-methylquinolin-6-yl)(1-methyl-1H-imidazol-5-yl)(6-(trifluoromethyl)pyridin-3-yl)methanol), N1CCC1 (azetidine). Solvent: CN(C)C=O (DMF). Conditions: temperature 100 celsius. Yields the product N1(CCC1)C1=NC2=C(C=C(C=C2C(=C1CC1=CC=C(C=C1)N1N=CC=C1)Cl)C(O)(C=1C=NC(=CC1)C(F)(F)F)C1=CN=CN1C)C ({2-Azetidin-1-yl-4-chloro-8-methyl-3-[4-(1H-pyrazol-1-yl)benzyl]quinolin-6-yl}(1-methyl-1H-imidazol-5-yl)[6-(trifluoromethyl)pyridin-3-yl]methanol). Reaction SMILES: [N:1]1([C:6]2[CH:43]=[CH:42][C:9]([CH2:10][C:11]3[C:12](Cl)=[N:13][C:14]4[C:19]([C:20]=3[Cl:21])=[CH:18][C:17]([C:22]([C:34]3[N:38]([CH3:39])[CH:37]=[N:36][CH:35]=3)([C:24]3[CH:25]=[N:26][C:27]([C:30]([F:33])([F:32])[F:31])=[CH:28][CH:29]=3)[OH:23])=[CH:16][C:15]=4[CH3:40])=[CH:8][CH:7]=2)[CH:5]=[CH:4][CH:3]=[N:2]1.[NH:44]1[CH2:47][CH2:46][CH2:45]1>CN(C=O)C>[N:44]1([C:12]2[C:11]([CH2:10][C:9]3[CH:8]=[CH:7][C:6]([N:1]4[CH:5]=[CH:4][CH:3]=[N:2]4)=[CH:43][CH:42]=3)=[C:20]([Cl:21])[C:19]3[C:14](=[C:15]([CH3:40])[CH:16]=[C:17]([C:22]([C:34]4[N:38]([CH3:39])[CH:37]=[N:36][CH:35]=4)([C:24]4[CH:25]=[N:26][C:27]([C:30]([F:33])([F:32])[F:31])=[CH:28][CH:29]=4)[OH:23])[CH:18]=3)[N:13]=2)[CH2:47][CH2:46][CH2:45]1. Procedure: (3-(4-(1H-Pyrazol-1-yl)benzyl)-2,4-dichloro-8-methylquinolin-6-yl)(1-methyl-1H-imidazol-5-yl)(6-(trifluoromethyl)pyridin-3-yl)methanol (200 mg, 0.321 mmol, Intermediate 68), azetidine (183 mg, 3.21 mmol), and DMF (2 mL) were combined in a reaction tube, then sealed and heated to 100° C. and maintained at that temperature overnight. The reaction vessel was then cooled to room temperature and the solvent and excess azetidine were removed by reduced pressure distillation. The crude residue was take... Starting materials: ClC1=C(C=O)C=CC(=C1)O (2-chloro-4-hydroxybenzaldehyde), [Si](C)(C)(C(C)(C)C)Cl (tert-butyl(dimethyl)silyl chloride), N1C=NC=C1 (imidazole), N,N-dimethylaminopyridine. Solvent: CN(C=O)C (N,N-dimethylformamide). Yields the product [Si](C)(C)(C(C)(C)C)OC1=CC(=C(C=O)C=C1)Cl (4-([tert-Butyl(dimethyl)silyl]oxy)-2-chlorobenzaldehyde). The yield is 75.0%. RXN SMILES: [Cl:1][C:2]1[CH:9]=[C:8]([OH:10])[CH:7]=[CH:6][C:3]=1[CH:4]=[O:5].[Si:11](Cl)([C:14]([CH3:17])([CH3:16])[CH3:15])([CH3:13])[CH3:12].N1C=CN=C1>CN(C)C=O>[Si:11]([O:10][C:8]1[CH:7]=[CH:6][C:3]([CH:4]=[O:5])=[C:2]([Cl:1])[CH:9]=1)([C:14]([CH3:17])([CH3:16])[CH3:15])([CH3:13])[CH3:12]. Reported procedure: A solution of 2-chloro-4-hydroxybenzaldehyde (5.0 g, 32 mmol), tert-butyl(dimethyl)silyl chloride (5.3 g, 35 mmol), imidazole (2.9 g, 45 mmol) and N,N-dimethylaminopyridine (10 mg) in N,N-dimethylformamide (40 ml) was stirred at room temperature under a nitrogen atmosphere for 16 hours. The solvent was removed in vacuo and the residue partitioned between ethyl acteate (100 ml) and water (100 ml). The organic phase was separated, washed with sat. aq. sodium chloride (50 ml), dried (sodium sulfate... Starting materials: C(C1=CC=CC=C1)N(C1C2CN(CC1CC2)C(C(F)(F)F)=O)C (1-{8-[Benzyl(methyl)amino]-3-azabicyclo[3.2.1]oct-3-yl]-2,2,2-trifluoro-1-ethanone), C(=O)([O-])[O-].[K+].[K+] (K2CO3). Solvent: CO.O (MeOH water). Reaction conditions: time 8 hour. The product is C(C1=CC=CC=C1)N(C1C2CNCC1CC2)C (N-Benzyl-N-methyl-3-azabicyclo[3.2.1]octan-8-amine). The yield is 81.4%. RXN SMILES: [CH2:1]([N:8]([CH3:23])[CH:9]1[CH:14]2[CH2:15][CH2:16][CH:10]1[CH2:11][N:12](C(=O)C(F)(F)F)[CH2:13]2)[C:2]1[CH:7]=[CH:6][CH:5]=[CH:4][CH:3]=1.C([O-])([O-])=O.[K+].[K+]>CO.O>[CH2:1]([N:8]([CH3:23])[CH:9]1[CH:14]2[CH2:15][CH2:16][CH:10]1[CH2:11][NH:12][CH2:13]2)[C:2]1[CH:3]=[CH:4][CH:5]=[CH:6][CH:7]=1 |f:1.2.3,4.5|. Reported procedure: A mixture of 1-{8-[benzyl(methyl)amino]-3-azabicyclo[3.2.1]oct-3-yl}-2,2,2-trifluoro-1-ethanone (see step (vi) above; 2.1 g, 6.4 mmol) and K2CO3 (3 g, 21.7 mmol) in MeOH/water (110 mL of 10:1) was stirred at rt overnight and then evaporated. DCM and water were added and the layers separated. The water layer was extracted with DCM (3×). The combined organic layers were dried and evaporated to give 1.2 g (81%) of the sub-title compound.